Dataset: the Open Reaction Database (ORD), a public repository of structured organic reaction records. Task: describe an organic reaction: reactants, conditions, products, and yield Starting materials: C(=O)(C(F)(F)F)O (TFA), COC(=O)C=1N(C2=CC(=CC=C2C(C1CC1=CC=C(C=C1)S(=O)(=O)N1CCN(CC1)C(=O)OC(C)(C)C)=O)Cl)C1=CC=CC=C1 (3-[4-(4-t-butoxycarbonylpiperazine-1-sulfonyl)-benzyl]-7-chloro-4-oxo-1-phenyl-1,4-dihydroquinoline-2-carboxylic acid methyl ester). The solvent is C(Cl)Cl (DCM). Reaction conditions: time 2 hour. The product is FC(C(=O)O)(F)F.COC(=O)C=1N(C2=CC(=CC=C2C(C1CC1=CC=C(C=C1)S(=O)(=O)N1CCNCC1)=O)Cl)C1=CC=CC=C1 (7-chloro-4-oxo-1-phenyl-3-[4-(piperazine-1-sulfonyl)-benzyl]-1,4-dihydro-quinoline-2-carboxylic acid methyl ester trifluoroacetate). RXN SMILES: [C:1]([OH:7])([C:3]([F:6])([F:5])[F:4])=[O:2].[CH3:8][O:9][C:10]([C:12]1[N:13]([C:47]2[CH:52]=[CH:51][CH:50]=[CH:49][CH:48]=2)[C:14]2[C:19]([C:20](=[O:45])[C:21]=1[CH2:22][C:23]1[CH:28]=[CH:27][C:26]([S:29]([N:32]3[CH2:37][CH2:36][N:35](C(OC(C)(C)C)=O)[CH2:34][CH2:33]3)(=[O:31])=[O:30])=[CH:25][CH:24]=1)=[CH:18][CH:17]=[C:16]([Cl:46])[CH:15]=2)=[O:11]>C(Cl)Cl>[F:4][C:3]([F:6])([F:5])[C:1]([OH:7])=[O:2].[CH3:8][O:9][C:10]([C:12]1[N:13]([C:47]2[CH:52]=[CH:51][CH:50]=[CH:49][CH:48]=2)[C:14]2[C:19]([C:20](=[O:45])[C:21]=1[CH2:22][C:23]1[CH:24]=[CH:25][C:26]([S:29]([N:32]3[CH2:37][CH2:36][NH:35][CH2:34][CH2:33]3)(=[O:31])=[O:30])=[CH:27][CH:28]=1)=[CH:18][CH:17]=[C:16]([Cl:46])[CH:15]=2)=[O:11] |f:3.4|. Procedure: A mixture of TFA and DCM (1:4, 5 mL) was added to 3-[4-(4-t-butoxycarbonylpiperazine-1-sulfonyl)-benzyl]-7-chloro-4-oxo-1-phenyl-1,4-dihydroquinoline-2-carboxylic acid methyl ester (48 mg, 0.07 mmol) and the resulting mixture stirred at RT for 2 h. The reaction mixture was evaporated under reduced pressure, and the oily solid residue was purified by flash chromatography (DCM/MeOH, 100:0 to 90:10) to afford 7-chloro-4-oxo-1-phenyl-3-[4-(piperazine-1-sulfonyl)-benzyl]-1,4-dihydro-quinoline-2-carbo... Starting materials: C(C)(C)N1N=CN=C1C=1N=C2N(CCOC3=C2C=C(C=C3)C(=O)O)C1 (2-(1-isopropyl-1H-1,2,4-triazol-5-yl)-5,6-dihydrobenzo[f]imidazo[1,2-d][1,4]oxazepine-10-carboxylic acid), N1CCC(CC1)C(C)(C)O (2-(piperidin-4-yl)propan-2-ol). The product is OC(C)(C)C1CCN(CC1)C(=O)C=1C=CC2=C(C=3N(CCO2)C=C(N3)C3=NC=NN3C(C)C)C1 ((4-(2-hydroxypropan-2-yl)piperidin-1-yl)(2-(1-isopropyl-1H-1,2,4-triazol-5-yl)-5,6-dihydrobenzo[f]imidazo[1,2-d][1,4]oxazepin-10-yl)methanone). Reaction SMILES: [CH:1]([N:4]1[C:8]([C:9]2[N:10]=[C:11]3[C:17]4[CH:18]=[C:19]([C:22](O)=[O:23])[CH:20]=[CH:21][C:16]=4[O:15][CH2:14][CH2:13][N:12]3[CH:25]=2)=[N:7][CH:6]=[N:5]1)([CH3:3])[CH3:2].[NH:26]1[CH2:31][CH2:30][CH:29]([C:32]([OH:35])([CH3:34])[CH3:33])[CH2:28][CH2:27]1>>[OH:35][C:32]([CH:29]1[CH2:30][CH2:31][N:26]([C:22]([C:19]2[CH:20]=[CH:21][C:16]3[O:15][CH2:14][CH2:13][N:12]4[CH:25]=[C:9]([C:8]5[N:4]([CH:1]([CH3:2])[CH3:3])[N:5]=[CH:6][N:7]=5)[N:10]=[C:11]4[C:17]=3[CH:18]=2)=[O:23])[CH2:27][CH2:28]1)([CH3:34])[CH3:33]. Reported procedure: Following the procedure for 109, 2-(1-isopropyl-1H-1,2,4-triazol-5-yl)-5,6-dihydrobenzo[f]imidazo[1,2-d][1,4]oxazepine-10-carboxylic acid and 2-(piperidin-4-yl)propan-2-ol gave 113. MS: (ESI+)=465.2. 1H NMR (400 MHz, DMSO) δ 8.40 (d, J=1.6 Hz, 1H), 7.96 (s, 1H), 7.92 (s, 1H), 7.35 (dd, J=8.4, 1.9 Hz, 1H), 7.11 (d, J=8.4 Hz, 1H), 5.87-5.69 (m, 1H), 4.56 (s, 4H), 4.15 (s, 1H), 1.75 (s, 2H), 1.48 (d, J=6.6 Hz, 7H), 1.19 (dd, J=23.3, 11.1 Hz, 2H), 1.05 (s, 7H)